Task: describe an organic reaction: reactants, conditions, products, and yield. Dataset: the Open Reaction Database (ORD), a public repository of structured organic reaction records Reactants: [OH-].[Na+] (sodium hydroxide), ClC1=C(CN2C(=NC3=C2C=C(C=C3)C(=O)OCC)C)C=CC=C1 (1-(2-chlorobenzyl)-6-ethoxycarbonyl-2-methylbenzimidazole), Cl (hydrochloric acid). Solvent: C(C)O (ethanol). Yields the product C(=O)(O)C=1C=CC2=C(N(C(=N2)C)CC2=C(C=CC=C2)Cl)C1 (6-carboxy-1-(2-chlorobenzyl)-2-methylbenzimidazole). Yield: 90.7%. Reaction SMILES: [OH-].[Na+].[Cl:3][C:4]1[CH:25]=[CH:24][CH:23]=[CH:22][C:5]=1[CH2:6][N:7]1[C:11]2[CH:12]=[C:13]([C:16]([O:18]CC)=[O:17])[CH:14]=[CH:15][C:10]=2[N:9]=[C:8]1[CH3:21].Cl>C(O)C>[C:16]([C:13]1[CH:14]=[CH:15][C:10]2[N:9]=[C:8]([CH3:21])[N:7]([CH2:6][C:5]3[CH:22]=[CH:23][CH:24]=[CH:25][C:4]=3[Cl:3])[C:11]=2[CH:12]=1)([OH:18])=[O:17] |f:0.1|. Procedure details: Eighty milliliters of ethanol and 37 g of a 10 % sodium hydroxide aqueous solution were added to 10.0 g of 1-(2-chlorobenzyl)-6-ethoxycarbonyl-2-methylbenzimidazole, and the mixture was refluxed for 4 hours. The reaction solution was cooled, and was then adjusted to a pH of 6 with 10% hydrochloric acid. The precipitate was collected, washed with water, and dried under reduced pressure to give 8.30 g of 6-carboxy-1-(2-chlorobenzyl)-2-methylbenzimidazole (121). Starting materials: ClC=1N=C(C2=CC=CC=C2C1)O[C@@H]1CN(C[C@H]1C)C(=O)OC(C)(C)C (tert-butyl trans-3-((3-chloroisoquinolin-1-yl)oxy)-4-methylpyrrolidine-1-carboxylate), CN(C)C=O (DMF). The reagents and catalysts are [C-]#N.[Zn+2].[C-]#N (zinc cyanide), C=1C=CC(=CC1)[P](C=2C=CC=CC2)(C=3C=CC=CC3)[Pd]([P](C=4C=CC=CC4)(C=5C=CC=CC5)C=6C=CC=CC6)([P](C=7C=CC=CC7)(C=8C=CC=CC8)C=9C=CC=CC9)[P](C=1C=CC=CC1)(C=1C=CC=CC1)C=1C=CC=CC1 (Pd(PPh3)4). The solvent is CCOC(=O)C (EtOAc). Conditions: temperature 160 celsius. Yields the product C(#N)C=1N=C(C2=CC=CC=C2C1)O[C@@H]1CN(C[C@H]1C)C(=O)OC(C)(C)C (tert-butyl trans-3-((3-cyanoisoquinolin-1-yl)oxy)-4-methylpyrrolidine-1-carboxylate). The yield is 82.0%. RXN SMILES: Cl[C:2]1[N:3]=[C:4]([O:12][C@H:13]2[C@H:17]([CH3:18])[CH2:16][N:15]([C:19]([O:21][C:22]([CH3:25])([CH3:24])[CH3:23])=[O:20])[CH2:14]2)[C:5]2[C:10]([CH:11]=1)=[CH:9][CH:8]=[CH:7][CH:6]=2.[CH3:26][N:27](C=O)C>CCOC(C)=O.[C-]#N.[Zn+2].[C-]#N.C1C=CC([P]([Pd]([P](C2C=CC=CC=2)(C2C=CC=CC=2)C2C=CC=CC=2)([P](C2C=CC=CC=2)(C2C=CC=CC=2)C2C=CC=CC=2)[P](C2C=CC=CC=2)(C2C=CC=CC=2)C2C=CC=CC=2)(C2C=CC=CC=2)C2C=CC=CC=2)=CC=1>[C:26]([C:2]1[N:3]=[C:4]([O:12][C@H:13]2[C@H:17]([CH3:18])[CH2:16][N:15]([C:19]([O:21][C:22]([CH3:25])([CH3:24])[CH3:23])=[O:20])[CH2:14]2)[C:5]2[C:10]([CH:11]=1)=[CH:9][CH:8]=[CH:7][CH:6]=2)#[N:27] |f:3.4.5,^1:45,47,66,85|. Reported procedure: A mixture of tert-butyl trans-3-((3-chloroisoquinolin-1-yl)oxy)-4-methylpyrrolidine-1-carboxylate (1 g, 2.76 mmol), zinc cyanide (0.647 g, 5.51 mmol), Pd(PPh3)4 (0.318 g, 0.276 mmol) and DMF (7.83 mL) was heated in a microwave reactor at 160° C. for 20 minutes. The reaction mixture was subsequently taken up in EtOAc (100 mL), washed with brine (50 mL) and water (50 mL), dried over Na2SO4, and concentrated onto silica gel. The crude product was purified by flash column chromatography (SiO2) eluti... Starting materials: C1CCOC1, CCOC(C)=O, O=C1Nc2ccc(F)c3c(SCCO)cc(-c4ccc[nH]4)c1c23, O=C(OO)c1cccc(Cl)c1. Yields the product O=C1Nc2ccc(F)c3c(S(=O)CCO)cc(-c4ccc[nH]4)c1c23. As a reaction SMILES: [CH2:35]1[O:36][CH2:37][CH2:38][CH2:39]1.[CH3:40][CH2:41][O:42][C:43](=[O:44])[CH3:45].[F:1][c:2]1[c:3]2[c:4]3[c:5]([c:12](-[c:19]4[nH:20][cH:21][cH:22][cH:23]4)[cH:13][c:14]2[S:15][CH2:16][CH2:17][OH:18])[C:6](=[O:11])[NH:7][c:8]3[cH:9][cH:10]1.[OH:24][O:25][C:26]([c:27]1[cH:28][c:29]([Cl:30])[cH:31][cH:32][cH:33]1)=[O:34]>>[F:1][c:2]1[c:3]2[c:4]3[c:5]([c:12](-[c:19]4[nH:20][cH:21][cH:22][cH:23]4)[cH:13][c:14]2[S:15]([CH2:16][CH2:17][OH:18])=[O:24])[C:6](=[O:11])[NH:7][c:8]3[cH:9][cH:10]1. Starting materials: C(C)(C)(C)OC(=O)N1CC(CCC1)C1=NC2=C(N1CCCOC)C(=CC=C2)C(=O)OC (methyl 2-(1-(tert-butoxycarbonyl)piperidin-3-yl)-1-(3-methoxypropyl)-1H-benzo[d]imidazole-7-carboxylate), C(=O)(C(F)(F)F)O (TFA). The solvent is C(Cl)Cl (DCM). Run at time 1 hour. Yields the product COCCCN1C(=NC2=C1C(=CC=C2)C(=O)OC)C2CNCCC2 (methyl 1-(3-methoxypropyl)-2-(piperidin-3-yl)-1H-benzo[d]imidazole-7-carboxylate). Isolated yield 18.8%. As a reaction SMILES: C(OC([N:8]1[CH2:13][CH2:12][CH2:11][CH:10]([C:14]2[N:18]([CH2:19][CH2:20][CH2:21][O:22][CH3:23])[C:17]3[C:24]([C:28]([O:30][CH3:31])=[O:29])=[CH:25][CH:26]=[CH:27][C:16]=3[N:15]=2)[CH2:9]1)=O)(C)(C)C.C(O)(C(F)(F)F)=O>C(Cl)Cl>[CH3:23][O:22][CH2:21][CH2:20][CH2:19][N:18]1[C:17]2[C:24]([C:28]([O:30][CH3:31])=[O:29])=[CH:25][CH:26]=[CH:27][C:16]=2[N:15]=[C:14]1[CH:10]1[CH2:11][CH2:12][CH2:13][NH:8][CH2:9]1. Procedure details: Methyl 2-(1-(tert-butoxycarbonyl)piperidin-3-yl)-1-(3-methoxypropyl)-1H-benzo[d]imidazole-7-carboxylate (44B) (1.91 mmol, 400 mg) in DCM (10 mL) was added TFA (2 mL). The reaction solution was stirred at rt for 1 hr and then concentrated in vacuo. The residue was purified by preparative LC/MS (15-40% CH3CN in H2O) to afford methyl 1-(3-methoxypropyl)-2-(piperidin-3-yl)-1H-benzo[d]imidazole-7-carboxylate (44C) (0.36 mmol, 120 mg, yield: 18.8%). EST-MS: m/z 332.4 (M+H)+. Starting materials: [Al+3], C1CCOC1, CCO, CCOC(=O)c1c(C)cccc1OC, [H-], [H-], [H-], [H-], [Li+], O. Product: COc1cccc(C)c1CO. As a reaction SMILES: [Al+3:2].[CH2:22]1[O:23][CH2:24][CH2:25][CH2:26]1.[CH3:27][CH2:28][OH:29].[CH3:7][c:8]1[c:9]([C:10](=[O:11])[O:12][CH2:13][CH3:14])[c:15]([O:19][CH3:20])[cH:16][cH:17][cH:18]1.[H-:1].[H-:4].[H-:5].[H-:6].[Li+:3].[OH2:21]>>[CH3:7][c:8]1[c:9]([CH2:10][OH:11])[c:15]([O:19][CH3:20])[cH:16][cH:17][cH:18]1. Reactants: OC1=C(C(=O)C2=C(NC=C2)Br)C=CC=C1 ((2-hydroxybenzoyl)-2-bromopyrrole), C[O-].[Na+] (sodium methoxide), C1=CC=CC=C1 (benzene), CuBr, CN(C)C=O (DMF). Reaction conditions: time 5 minute. Yields the product C1=CC=C2OC3=C(C(N21)=O)C=CC=C3 (9H-Pyrrolo[2,1-b][1,3]benzoxazin-9-one). RXN SMILES: [OH:1][C:2]1[CH:15]=[CH:14][CH:13]=[CH:12][C:3]=1[C:4](C1C=CNC=1Br)=[O:5].C[O-].[Na+].[CH3:19][N:20]([CH:22]=O)C.[CH:24]1C=CC=C[CH:25]=1>>[CH:22]1[N:20]2[C:19]([O:1][C:2]3[CH:15]=[CH:14][CH:13]=[CH:12][C:3]=3[C:4]2=[O:5])=[CH:25][CH:24]=1 |f:1.2|. Procedure: To a stirred solution of (2-hydroxybenzoyl)-2-bromopyrrole (0.26 g, 1.0 mmol, from Example C) in 5 mL of dry benzene at room temperature in an atmosphere of nitrogen, was added sodium methoxide (60 mg, 1.1 mmol). After 5 min, CuBr (22 mg, 0.15 mmol) and DMF (5 mL) were added. The reaction mixture was stirred at room temperature for 1 hr, and then stirred at 100° C. overnight. The solvent was removed in vacuo, and 30 mL of CH2Cl2 was added. The solution was washed with sat. aq. NaHCO3, water, and... Reactants: C1CCOC1, COC(=O)C1CC(O)CN1C(c1ccccc1)(c1ccccc1)c1ccccc1, CI, CCOC(C)=O, [H-], [Na+], CN(C)C=O. Yields the product COC(=O)C1CC(OC)CN1C(c1ccccc1)(c1ccccc1)c1ccccc1. As a reaction SMILES: [CH2:45]1[O:46][CH2:47][CH2:48][CH2:49]1.[CH3:1][O:2][C:3](=[O:4])[CH:5]1[N:6]([C:11]([c:12]2[cH:13][cH:14][cH:15][cH:16][cH:17]2)([c:18]2[cH:19][cH:20][cH:21][cH:22][cH:23]2)[c:24]2[cH:25][cH:26][cH:27][cH:28][cH:29]2)[CH2:7][CH:8]([OH:10])[CH2:9]1.[CH3:30][I:31].[CH3:34][CH2:35][O:36][C:37]([CH3:38])=[O:39].[H-:33].[Na+:32].[O:40]=[CH:41][N:42]([CH3:43])[CH3:44]>>[CH3:1][O:2][C:3](=[O:4])[CH:5]1[N:6]([C:11]([c:12]2[cH:13][cH:14][cH:15][cH:16][cH:17]2)([c:18]2[cH:19][cH:20][cH:21][cH:22][cH:23]2)[c:24]2[cH:25][cH:26][cH:27][cH:28][cH:29]2)[CH2:7][CH:8]([O:10][CH3:34])[CH2:9]1. Reported procedure: This reaction is carried out under anhydrous conditions. Cyclohexylacetylene (700 mg; 6.47 mmol) in 10 mL. THF is cooled to 0° C. To this is added 2.5M n-BuLl (3.0 mL; 7.44 mmol) and stirred for 30 min. at 0° C. under N2 atm and then 1.0M ZnCl2 (7.4 mL; 7.44 mmol). This is allowed to warm to room temperature and stirred for 3/4 hour. The reaction mixture is transferred via cannula to a flask containing 6,7-dimethoxyquinolin-3-yl trifiuoromethane sulfonate (500 mg; 1.48 mmol) and Pd(PPh3)4 (83 mg... The reactants are C1(CCCCC1)C#C (Cyclohexylacetylene), FC(S(=O)(=O)OC=1C=NC2=CC(=C(C=C2C1)OC)OC)(F)F (6,7-dimethoxyquinolin-3-yl trifiuoromethane sulfonate), [NH4+].[OH-] (NH4OH). The reagents and catalysts are C=1C=CC(=CC1)[P](C=2C=CC=CC2)(C=3C=CC=CC3)[Pd]([P](C=4C=CC=CC4)(C=5C=CC=CC5)C=6C=CC=CC6)([P](C=7C=CC=CC7)(C=8C=CC=CC8)C=9C=CC=CC9)[P](C=1C=CC=CC1)(C=1C=CC=CC1)C=1C=CC=CC1 (Pd(PPh3)4), [Cl-].[Cl-].[Zn+2] (ZnCl2). Solvent: C1CCOC1 (THF), C(Cl)(Cl)Cl (CHCl3), C1CCOC1 (THF). Product: C1(CCCCC1)C#CC=1C=NC2=CC(=C(C=C2C1)OC)OC (3-cyclohexylethynyl-6,7-dimethoxyquinoline). As a reaction SMILES: [CH:1]1([C:7]#[CH:8])[CH2:6][CH2:5][CH2:4][CH2:3][CH2:2]1.FC(F)(F)S(O[C:15]1[CH:16]=[N:17][C:18]2[C:23]([CH:24]=1)=[CH:22][C:21]([O:25][CH3:26])=[C:20]([O:27][CH3:28])[CH:19]=2)(=O)=O.[NH4+].[OH-]>C1COCC1.C(Cl)(Cl)Cl.[Cl-].[Cl-].[Zn+2].C1C=CC([P]([Pd]([P](C2C=CC=CC=2)(C2C=CC=CC=2)C2C=CC=CC=2)([P](C2C=CC=CC=2)(C2C=CC=CC=2)C2C=CC=CC=2)[P](C2C=CC=CC=2)(C2C=CC=CC=2)C2C=CC=CC=2)(C2C=CC=CC=2)C2C=CC=CC=2)=CC=1>[CH:1]1([C:7]#[C:8][C:15]2[CH:16]=[N:17][C:18]3[C:23]([CH:24]=2)=[CH:22][C:21]([O:25][CH3:26])=[C:20]([O:27][CH3:28])[CH:19]=3)[CH2:6][CH2:5][CH2:4][CH2:3][CH2:2]1 |f:2.3,6.7.8,^1:48,50,69,88|. Conditions: temperature 0 celsius, time 30 minute. Reactants: COC(C1=CC(=C(C=C1)NCCNC(=O)OC(C)(C)C)[N+](=O)[O-])=O (4-(2-tert-butoxycarbonylamino-ethylamino)-3-nitro-benzoic acid methyl ester). Reagents/catalysts: [Pd] (Pd/C). The solvent is CO.CCOC(=O)C (MeOH EtOAc). Yields the product COC(C1=CC(=C(C=C1)NCCNC(=O)OC(C)(C)C)N)=O (3-Amino-4-(2-tert-butoxycarbonylamino-ethylamino)-benzoic acid methyl ester). Isolated yield 88.6%. As a reaction SMILES: [CH3:1][O:2][C:3](=[O:24])[C:4]1[CH:9]=[CH:8][C:7]([NH:10][CH2:11][CH2:12][NH:13][C:14]([O:16][C:17]([CH3:20])([CH3:19])[CH3:18])=[O:15])=[C:6]([N+:21]([O-])=O)[CH:5]=1>CO.CCOC(C)=O.[Pd]>[CH3:1][O:2][C:3](=[O:24])[C:4]1[CH:9]=[CH:8][C:7]([NH:10][CH2:11][CH2:12][NH:13][C:14]([O:16][C:17]([CH3:18])([CH3:20])[CH3:19])=[O:15])=[C:6]([NH2:21])[CH:5]=1 |f:1.2|. Procedure: 3-Amino-4-(2-tert-butoxycarbonylamino-ethylamino)-benzoic acid methyl ester (525.0 mg) was prepared by following General Procedure B starting from 4-(2-tert-butoxycarbonylamino-ethylamino)-3-nitro-benzoic acid methyl ester (650.0 mg) and Pd/C (20% by weight, 130.0 mg) in MeOH:EtOAc (1:1, 6.0 mL). The crude product was used in the next step without further purification. Reactants: 16, C1(=CC=C(C=C1)C(C#N)CCN(C(C)C)C(C)C)C1=CC=CC=C1 (α-(4-biphenylyl)-α-[2-(diisopropylamino)ethyl]acetonitrile), C1(=CC=CC=C1)C (toluene), [NH2-].[Na+] (sodium amide), ClCCN(C(C)C)C(C)C (2-chloro-N,N-diisopropylethylamine), C1(=CC=CC=C1)C (toluene). The solvent is O (water). Run at temperature 100 celsius. Yields the product C1(=CC=C(C=C1)C(C#N)(CCN(C(C)C)C(C)C)CCN(C(C)C)C(C)C)C1=CC=CC=C1 (α-(4-biphenylyl)-α,α-bis[2-(diisopropylamino)ethyl]acetonitrile). Reaction SMILES: [C:1]1([C:19]2[CH:24]=[CH:23][CH:22]=[CH:21][CH:20]=2)[CH:6]=[CH:5][C:4]([CH:7]([CH2:10][CH2:11][N:12]([CH:16]([CH3:18])[CH3:17])[CH:13]([CH3:15])[CH3:14])[C:8]#[N:9])=[CH:3][CH:2]=1.C1(C)C=CC=CC=1.[NH2-].[Na+].Cl[CH2:35][CH2:36][N:37]([CH:41]([CH3:43])[CH3:42])[CH:38]([CH3:40])[CH3:39]>O>[C:1]1([C:19]2[CH:20]=[CH:21][CH:22]=[CH:23][CH:24]=2)[CH:6]=[CH:5][C:4]([C:7]([CH2:35][CH2:36][N:37]([CH:41]([CH3:43])[CH3:42])[CH:38]([CH3:40])[CH3:39])([CH2:10][CH2:11][N:12]([CH:13]([CH3:14])[CH3:15])[CH:16]([CH3:18])[CH3:17])[C:8]#[N:9])=[CH:3][CH:2]=1 |f:2.3|. Procedure details: To a solution of 16 parts of α-(4-biphenylyl)-α-[2-(diisopropylamino)ethyl]acetonitrile in 150 parts by volume of toluene is added 2.7 parts of sodium amide and the solution is heated over a period of 15 minutes at about 100° C. Then 13 parts of 2-chloro-N,N-diisopropylethylamine in 40 parts by volume of toluene is added slowly over a period of 20 minutes. This mixture is heated at 100°-105° C. for about 90 minutes and then cooled to room temperature when 150 parts by volume of water is added. T...